This data is from the Open Reaction Database (ORD), a public repository of structured organic reaction records. The task is: describe an organic reaction: reactants, conditions, products, and yield Starting materials: C(C)N[Si](NCC)(NCC)NCC (tetrakis(ethylamino)silane), C1(=CC=CC=C1)C (toluene). Product: C(C)N[Si](N(CC)CC)(NCC)NCC (Tris(ethylamino)(diethylamino)silane). RXN SMILES: [CH2:1]([NH:3][Si:4]([NH:11][CH2:12][CH3:13])([NH:8][CH2:9][CH3:10])[NH:5][CH2:6][CH3:7])[CH3:2].[C:14]1(C)C=CC=C[CH:15]=1>>[CH2:9]([NH:8][Si:4]([NH:5][CH2:6][CH3:7])([NH:11][CH2:12][CH3:13])[N:3]([CH2:14][CH3:15])[CH2:1][CH3:2])[CH3:10]. Procedure details: A three-necked flask in which the internal atmosphere was sufficiently replaced with nitrogen gas was charged with 50 ml of a THF solution of diethylamine (0.1 mol/50 ml). The solution was cooled to −10° C. while stirring and 100 ml of a THF solution of BuMgCl (0.1 mol/100 ml) was slowly added dropwise using a dripping funnel. After the addition, the mixture was reacted at 40° C. for two hours to complete the reaction. A slurry of Mg salt of diethylamine obtained in this manner was slowly added ... Reactants: ClC(C(=O)[O-])=C (α-chloroacrylate), C(C=C)(=O)Cl (acrylic acid chloride), alcohol, ester, ClCl (chlorine). The product is C(C=C)(=O)[O-] (acrylate), ClC(C(=O)[O-])CCl (α, β-dichloropropionate). Reaction SMILES: [Cl:1][C:2](=[CH2:6])[C:3]([O-:5])=[O:4].C([Cl:11])(=O)C=C.ClCl>>[C:3]([O-:5])(=[O:4])[CH:2]=[CH2:6].[Cl:1][CH:2]([CH2:6][Cl:11])[C:3]([O-:5])=[O:4]. Procedure details: In the case of an α-chloroacrylate monomer, an acrylate is synthesized by the reaction of acrylic acid chloride with an alcohol corresponding to the ester to be prepared or with its alkali salt, and reacted with chlorine gas to obtain an α, β-dichloropropionate, and then an equimolar amount of quinoline or pyridine is added thereto and the mixture is subjected to distillation under reduced pressure or to refluxing, followed by filtration, extraction and separation by column chromatography, to ob... The reactants are CC(C)(C)OC(=O)CC1CCC(c2ccc(C(=O)O)cc2)CC1, CN(C)C=O, O=C(Cl)C(=O)Cl, ClCCl. The product is CC(C)(C)OC(=O)CC1CCC(c2ccc(C(=O)Cl)cc2)CC1. As a reaction SMILES: [C:1]([CH3:2])([CH3:3])([CH3:4])[O:5][C:6](=[O:7])[CH2:8][CH:9]1[CH2:10][CH2:11][CH:12]([c:15]2[cH:16][cH:17][c:18]([C:19](=[O:20])[OH:21])[cH:22][cH:23]2)[CH2:13][CH2:14]1.[CH3:30][N:31]([CH3:32])[CH:33]=[O:34].[Cl:24][C:25]([C:26]([Cl:27])=[O:28])=[O:29].[Cl:35][CH2:36][Cl:37]>>[C:1]([CH3:2])([CH3:3])([CH3:4])[O:5][C:6](=[O:7])[CH2:8][CH:9]1[CH2:10][CH2:11][CH:12]([c:15]2[cH:16][cH:17][c:18]([C:19](=[O:20])[Cl:24])[cH:22][cH:23]2)[CH2:13][CH2:14]1. The reactants are C(C)(C)(C)OC(=O)N1CC(C1)=CC(=O)OC (3-Methoxycarbonylmethylene-azetidine-1-carboxylic acid tert-butyl ester), N (NH3), steel. Run in CCO (EtOH). Product: C(C)(C)(C)OC(=O)N1CC(C1)(CC(=O)OC)N (3-Amino-3-methoxycarbonylmethyl-azetidine-1-carboxylic acid tert-butyl ester). RXN SMILES: [C:1]([O:5][C:6]([N:8]1[CH2:11][C:10](=[CH:12][C:13]([O:15][CH3:16])=[O:14])[CH2:9]1)=[O:7])([CH3:4])([CH3:3])[CH3:2].[NH3:17]>CCO>[C:1]([O:5][C:6]([N:8]1[CH2:9][C:10]([NH2:17])([CH2:12][C:13]([O:15][CH3:16])=[O:14])[CH2:11]1)=[O:7])([CH3:4])([CH3:3])[CH3:2]. Procedure: 3-Methoxycarbonylmethylene-azetidine-1-carboxylic acid tert-butyl ester (1.97 g; 8.7 mmol) in EtOH (20 ml) and liquid NH3 (11 g) are heated in a steel cylinder at 800 C for 6 hours. Evaporation of the solvent delivers the title compound as yellow resin. 1H-NMR (400 MHz; DMSO-d6): 3.81 (d, 2H); 3.65 (s, 2H); 3.60 (d, 2H); 2.86 (s, 3H); 2.07 (bs, 2H); 1.43 (s, 9H). MS (m/z) ES+: 245 (100, MH+); 189 (90). Starting materials: C(C1=CC=CC=C1)OC1=C(C=CC=C1)CCCCC1=C(C=CC=C1)Cl (1-(2-benzyloxyphenyl)-4-(2-chlorophenyl)butane). Run in C(Cl)Cl (methylene chloride), solution, B(Br)(Br)Br (boron tribromide), C(Cl)Cl (methylene chloride). Product: ClC1=C(C=CC=C1)CCCCC1=C(C=CC=C1)O (2-[4-(2-Chlorophenyl)butyl]phenol). Yield: 94.0%. RXN SMILES: C([O:8][C:9]1[CH:14]=[CH:13][CH:12]=[CH:11][C:10]=1[CH2:15][CH2:16][CH2:17][CH2:18][C:19]1[CH:24]=[CH:23][CH:22]=[CH:21][C:20]=1[Cl:25])C1C=CC=CC=1>C(Cl)Cl.B(Br)(Br)Br>[Cl:25][C:20]1[CH:21]=[CH:22][CH:23]=[CH:24][C:19]=1[CH2:18][CH2:17][CH2:16][CH2:15][C:10]1[CH:11]=[CH:12][CH:13]=[CH:14][C:9]=1[OH:8]. Procedure: Finally, following a procedure similar to that described in the final part of Preparation 15, the whole of this 1-(2-benzyloxyphenyl)-4-(2-chlorophenyl)butane was dissolved in 18 ml of methylene chloride and debenzylated by means of 8.15 ml of a 1M solution of boron tribromide in methylene chloride. The crude product thus obtained was purified by column chromatography through silica gel, using a 4:1 by volume mixture of hexane and ethyl acetate as the eluent, to give 2.0 g (yield 94%) of the tit... Reactants: C(C)(C)(C)OC(=O)N1CCC2=C(C=CC(=C12)C)NN1C=NCC1 (1-t-Butoxycarbonyl-2,3-dihydro-4-(2-imidazolinylamino)-7-methylindole), Br (hydrogen bromide). The solvent is CO (methanol), C(C)(=O)O (acetic acid). Yields the product N1(C=NCC1)NC1=C2CCNC2=C(C=C1)C (2,3-dihydro-4-(2-imidazolinylamino)-7-methylindole). Isolated yield 97.4%. RXN SMILES: C(OC([N:8]1[C:16]2[C:11](=[C:12]([NH:18][N:19]3[CH2:23][CH2:22][N:21]=[CH:20]3)[CH:13]=[CH:14][C:15]=2[CH3:17])[CH2:10][CH2:9]1)=O)(C)(C)C.Br>CO.C(O)(=O)C>[N:19]1([NH:18][C:12]2[CH:13]=[CH:14][C:15]([CH3:17])=[C:16]3[C:11]=2[CH2:10][CH2:9][NH:8]3)[CH2:23][CH2:22][N:21]=[CH:20]1. Procedure: 1-t-Butoxycarbonyl-2,3-dihydro-4-(2-imidazolinylamino)-7-methylindole (0.384 g, 1.22 mmol) is dissolved in methanol (10 mL). To this solution is added 30% hydrogen bromide in acetic acid (2.5 mL). The solution is heated to reflux for 2.5 hours. The reaction mixture is concentrated by rotary evaporation and the resulting orange liquid taken up in chloroform. The chloroform solution is treated with 50% NaOH solution and extracted with three 25 mL portions of chloroform. The organic layers are coll... Product: C=CCNC(=O)NCCNc1nc(C(=O)c2cccs2)c2sccc2n1. As a reaction SMILES: [CH2:21]([CH:22]=[CH2:23])[N:24]=[C:25]=[O:26].[NH2:1][CH2:2][CH2:3][NH:4][c:5]1[n:6][c:7]([C:14](=[O:15])[c:16]2[s:17][cH:18][cH:19][cH:20]2)[c:8]2[c:9]([n:10]1)[cH:11][cH:12][s:13]2.[O:27]=[CH:28][N:29]([CH3:30])[CH3:31]>>[NH:1]([CH2:2][CH2:3][NH:4][c:5]1[n:6][c:7]([C:14](=[O:15])[c:16]2[s:17][cH:18][cH:19][cH:20]2)[c:8]2[c:9]([n:10]1)[cH:11][cH:12][s:13]2)[C:25]([NH:24][CH2:21][CH:22]=[CH2:23])=[O:26]. The reactants are C=CCN=C=O, NCCNc1nc(C(=O)c2cccs2)c2sccc2n1, CN(C)C=O.